From a dataset of the Open Reaction Database (ORD), a public repository of structured organic reaction records. describe an organic reaction: reactants, conditions, products, and yield Starting materials: BrC1=CC=C(C2=C1OCCO2)NC(C)=O (N-(8-Bromobenzo[1,4]dioxan-5-yl)-acetamide), C(#N)C1=CC=C(C=2CCCCC12)NC(C)=O (N-(4-Cyano-5,6,7,8-tetrahydronaphthalen-1-yl)-acetamide), O[C@@H]1CCN2C(N(C([C@@H]21)=O)C2=CC=C(C=1CCCCC21)C#N)=O ((7R,7aS)-4-(7-Hydroxy-1,3-dioxotetrahydropyrrolo[1,2-c]imidazol-2-yl)-5,6,7,8-tetrahydronaphthalene-1-carbonitrile), C(C)(C)O (isopropanol). The solvent is CCCCCC (hexane). Yields the product O[C@@H]1CCN2C(N(C([C@@H]21)=O)C2=CC=C(C1=C2OCCO1)C#N)=O ((7R,7aS)-8-(7-Hydroxy-1,3-dioxotetrahydropyrrolo[1,2-c]imidazol-2-yl)benzo[1,4]dioxane-5-carbonitrile). Reaction SMILES: BrC1[C:7]2[O:8]CC[O:11][C:6]=2C(NC(=O)C)=CC=1.C(C1C2CCCCC=2C(NC(=O)C)=CC=1)#N.[OH:32][C@H:33]1[C@@H:40]2[N:36]([C:37](=[O:54])[N:38]([C:42]3[C:51]4CCCC[C:46]=4[C:45]([C:52]#[N:53])=[CH:44][CH:43]=3)[C:39]2=[O:41])[CH2:35][CH2:34]1.C(O)(C)C>CCCCCC>[OH:32][C@H:33]1[C@@H:40]2[N:36]([C:37](=[O:54])[N:38]([C:42]3[C:51]4[O:8][CH2:7][CH2:6][O:11][C:46]=4[C:45]([C:52]#[N:53])=[CH:44][CH:43]=3)[C:39]2=[O:41])[CH2:35][CH2:34]1. Procedure details: The title compound (32 mg) was prepared from compound 8D and isolated as a white solid by procedures analogous to those described in Example 2 (2C to 2F). mp 196-197° C.; HPLC: 99% at 12.31 min (retention time) (CHIRALPAK® OD column 4.6×250 mm; 25% isopropanol in hexane over 30 min, 1 mL/min, UV detection at 220 nm); MS (ES) m/z 322 [M+1]+. The reactants are BrB(Br)Br, ClCCl, COc1cccc(N)c1F. Product: Nc1cccc(O)c1F. RXN SMILES: [B:11]([Br:12])([Br:13])[Br:14].[Cl:15][CH2:16][Cl:17].[F:1][c:2]1[c:3]([NH2:4])[cH:5][cH:6][cH:7][c:8]1[O:9][CH3:10]>>[F:1][c:2]1[c:3]([NH2:4])[cH:5][cH:6][cH:7][c:8]1[OH:9].